This data is from the Open Reaction Database (ORD), a public repository of structured organic reaction records. The task is: describe an organic reaction: reactants, conditions, products, and yield Reactants: FC(C(=O)N1CCC2=C(C(C1)C(C)C)C=C(C(=C2)OC)Br)(F)F (N-trifluoroacetyl-8-bromo-1-isopropyl-7-methoxy-2,3,4,5-tetrahydro-1H-3-benzazepine), [OH-].[Na+] (NaOH). The solvent is [Cl-].[Na+].O (brine). Reaction conditions: time 8 hour. Yields the product BrC=1C(=CC2=C(C(CNCC2)C(C)C)C1)OC (8-Bromo-1-isopropyl-7-methoxy-2,3,4,5-tetrahydro-1H-3-benzazepine). Yield: 1117.7%. RXN SMILES: FC(F)(F)C([N:5]1[CH2:11][CH:10]([CH:12]([CH3:14])[CH3:13])[C:9]2[CH:15]=[C:16]([Br:21])[C:17]([O:19][CH3:20])=[CH:18][C:8]=2[CH2:7][CH2:6]1)=O.[OH-].[Na+]>[Cl-].[Na+].O>[Br:21][C:16]1[C:17]([O:19][CH3:20])=[CH:18][C:8]2[CH2:7][CH2:6][NH:5][CH2:11][CH:10]([CH:12]([CH3:14])[CH3:13])[C:9]=2[CH:15]=1 |f:1.2,3.4.5|. Procedure details: A solution of N-trifluoroacetyl-8-bromo-1-isopropyl-7-methoxy-2,3,4,5-tetrahydro-1H-3-benzazepine (0.013 g, 0.03 mmol) methanol (0.5 mL) was treated with 15% aqueous NaOH (0.5 mL), and stirred overnight at 20 C. The product mixture was diluted with brine (5 mL), extracted twice with EtOAc (5 mL), dried with MgSO4, and concentrated to give 0.10 g of a clear oil. 1H NMR (400 MHz, CD3OD) d 7.08 (s, 1 H), 6.64 (s, 1 H), 3.72 (s, 3 H), 3.2-3.10 (m, 3 H), 2.7-2.5 (m, 3 H), 2.3-2.1 (m, 2 H), 0.96 (d, 3... Starting materials: CCOC(=O)CN, CCO, Cl, Cc1cc2c(c(Cl)n1)c(=O)cc(Nc1ccccc1)n2-c1ccccc1. Yields the product CCOC(=O)CNc1nc(C)cc2c1c(=O)cc(Nc1ccccc1)n2-c1ccccc1. As a reaction SMILES: [CH2:28]([CH3:29])[O:30][C:31]([CH2:32][NH2:33])=[O:34].[CH3:35][CH2:36][OH:37].[ClH:27].[NH:1]([c:2]1[cH:3][cH:4][cH:5][cH:6][cH:7]1)[c:8]1[n:9](-[c:21]2[cH:22][cH:23][cH:24][cH:25][cH:26]2)[c:10]2[cH:11][c:12]([CH3:20])[n:13][c:14]([Cl:19])[c:15]2[c:16](=[O:18])[cH:17]1>>[NH:1]([c:2]1[cH:3][cH:4][cH:5][cH:6][cH:7]1)[c:8]1[n:9](-[c:21]2[cH:22][cH:23][cH:24][cH:25][cH:26]2)[c:10]2[cH:11][c:12]([CH3:20])[n:13][c:14]([NH:33][CH2:32][C:31]([O:30][CH2:28][CH3:29])=[O:34])[c:15]2[c:16](=[O:18])[cH:17]1. RXN SMILES: [OH:1][CH:2]1[CH2:25][CH:24]([C:26]2[CH:27]=[N:28][CH:29]=[CH:30][CH:31]=2)[O:23][C:4]2([CH2:9][CH2:8][N:7]([C:10]([C:12]3[CH:17]=[CH:16][C:15]([O:18][CH:19]([CH3:21])[CH3:20])=[C:14]([CH3:22])[CH:13]=3)=[O:11])[CH2:6][CH2:5]2)[CH2:3]1.CC(OI1(OC(C)=O)(OC(C)=O)OC(=O)C2C=CC=CC1=2)=O>ClCCl>[CH:19]([O:18][C:15]1[CH:16]=[CH:17][C:12]([C:10]([N:7]2[CH2:8][CH2:9][C:4]3([O:23][CH:24]([C:26]4[CH:27]=[N:28][CH:29]=[CH:30][CH:31]=4)[CH2:25][C:2](=[O:1])[CH2:3]3)[CH2:5][CH2:6]2)=[O:11])=[CH:13][C:14]=1[CH3:22])([CH3:21])[CH3:20]. Procedure details: A solution of [8-hydroxy-10-(3-pyridyl)-11-oxa-3-azaspiro[5.5]undecan-3-yl]-(4-isopropoxy-3-methyl-phenyl)methanone (100 mg, 0.24 mmol) in dichloromethane (3.4 mL) was cooled to 0° C. and treated with Dess-Martin periodinane (100 mg, 0.24 mmol). The reaction mixture was stirred for two hours and was quenched by the addition of saturated aqueous sodium sulfite. The mixture was extracted with dichloromethane (3×25 mL), and the combined organics were dried over sodium sulfate, filtered, and concent... The solvent is ClCCl (dichloromethane). Yields the product C(C)(C)OC1=C(C=C(C(=O)N2CCC3(CC2)CC(CC(O3)C=3C=NC=CC3)=O)C=C1)C (3-(4-isopropoxy-3-methyl-benzoyl)-10-(3-pyridyl)-11-oxa-3-azaspiro[5.5]undecan-8-one). Reaction conditions: time 2 hour. Starting materials: OC1CC2(CCN(CC2)C(=O)C2=CC(=C(C=C2)OC(C)C)C)OC(C1)C=1C=NC=CC1 ([8-hydroxy-10-(3-pyridyl)-11-oxa-3-azaspiro[5.5]undecan-3-yl]-(4-isopropoxy-3-methyl-phenyl)methanone), CC(=O)OI1(C=2C=CC=CC2C(=O)O1)(OC(=O)C)OC(=O)C (Dess-Martin periodinane). Isolated yield 82.8%. Starting materials: C(#N)C1=CC(=C(NS(=O)(=O)C)C=C1)SC1=C(C=C(C=C1)F)F (4'-cyano-2'-(2,4-difluorophenylthio)methanesulfonanilide), O1CCCC1 (tetrahydrofuran), [Cl-].[NH4+] (ammonium chloride), C(C1=CC=CC=C1)Cl (Benzyl chloride), [Mg] (magnesium), O1CCCC1 (tetrahydrofuran). Run in O (water), C(C)(=O)OCC (Ethyl acetate). Run at time 40 minute. Product: FC1=C(C=CC(=C1)F)SC1=C(NS(=O)(=O)C)C=CC(=C1)C(CC1=CC=CC=C1)=O (2'-(2,4-difluorophenylthio)-4'-(phenylacetyl)methanesulfonanilide). As a reaction SMILES: [CH2:1](Cl)[C:2]1[CH:7]=[CH:6][CH:5]=[CH:4][CH:3]=1.[Mg].[C:10]([C:12]1[CH:22]=[CH:21][C:15]([NH:16][S:17]([CH3:20])(=[O:19])=[O:18])=[C:14]([S:23][C:24]2[CH:29]=[CH:28][C:27]([F:30])=[CH:26][C:25]=2[F:31])[CH:13]=1)#N.[Cl-].[NH4+].[O:34]1CCCC1>O.C(OCC)(=O)C>[F:31][C:25]1[CH:26]=[C:27]([F:30])[CH:28]=[CH:29][C:24]=1[S:23][C:14]1[CH:13]=[C:12]([C:10](=[O:34])[CH2:1][C:2]2[CH:7]=[CH:6][CH:5]=[CH:4][CH:3]=2)[CH:22]=[CH:21][C:15]=1[NH:16][S:17]([CH3:20])(=[O:19])=[O:18] |f:3.4|. Procedure details: Benzyl chloride (1.92 ml) was added dropwise to a mixture of magnesium (357 mg) in tetrahydrofuran (15 ml) at 40° C. The mixture was stirred at room temperature for 40 minutes. To the resulting solution was added a solution of 4'-cyano-2'-(2,4-difluorophenylthio)methanesulfonanilide (1 g) in tetrahydrofuran (15 ml) dropwise at room temperature. The reaction mixture was stirred for 1 hour and hydrolyzed with cold ammonium chloride solution. Ethyl acetate (30 ml) and water (30 ml) were added. The ...